Dataset: the Open Reaction Database (ORD), a public repository of structured organic reaction records. Task: describe an organic reaction: reactants, conditions, products, and yield Reactants: C#CCN(C)C, C[Si](C)(C)CCOCOc1ccc(Cl)nc1, [Cu]I, CN(C)C=O, Cl[Pd]Cl, c1ccc(P(c2ccccc2)c2ccccc2)cc1, c1ccc(P(c2ccccc2)c2ccccc2)cc1. Product: CN(C)CC#Cc1ccc(OCOCC[Si](C)(C)C)cn1. Reaction SMILES: [CH3:17][N:18]([CH2:19][C:20]#[CH:21])[CH3:22].[Cl:1][c:2]1[n:3][cH:4][c:5]([O:8][CH2:9][O:10][CH2:11][CH2:12][Si:13]([CH3:14])([CH3:15])[CH3:16])[cH:6][cH:7]1.[Cu:69][I:70].[O:23]=[CH:24][N:25]([CH3:26])[CH3:27].[Pd:28]([Cl:29])[Cl:30].[c:31]1([P:32]([c:33]2[cH:34][cH:35][cH:36][cH:37][cH:38]2)[c:39]2[cH:40][cH:41][cH:42][cH:43][cH:44]2)[cH:45][cH:46][cH:47][cH:48][cH:49]1.[c:50]1([P:51]([c:52]2[cH:53][cH:54][cH:55][cH:56][cH:57]2)[c:58]2[cH:59][cH:60][cH:61][cH:62][cH:63]2)[cH:64][cH:65][cH:66][cH:67][cH:68]1>>[c:2]1([C:21]#[C:20][CH2:19][N:18]([CH3:17])[CH3:22])[n:3][cH:4][c:5]([O:8][CH2:9][O:10][CH2:11][CH2:12][Si:13]([CH3:14])([CH3:15])[CH3:16])[cH:6][cH:7]1. The reactants are S(=O)(=O)(C(F)(F)F)OS(=O)(=O)C(F)(F)F (triflic anhydride), ClCCO (2-chloroethanol), N1=CC=CC=C1 (pyridine). The solvent is C(Cl)(Cl)(Cl)Cl (CCl4), C(Cl)(Cl)(Cl)Cl (CCl4). Run at temperature 0 celsius, time 45 minute. Yields the product FC(S(=O)(=O)OCCCl)(F)F (2-chloroethyl trifluoromethanesulfonate). As a reaction SMILES: [S:1]([O:8]S(C(F)(F)F)(=O)=O)([C:4]([F:7])([F:6])[F:5])(=[O:3])=[O:2].[Cl:16][CH2:17][CH2:18]O.N1C=CC=CC=1>C(Cl)(Cl)(Cl)Cl>[F:5][C:4]([F:7])([F:6])[S:1]([O:8][CH2:18][CH2:17][Cl:16])(=[O:3])=[O:2]. Procedure: A solution of triflic anhydride (2.0 mL, 11.9 mmol) in CCl4 (10 mL) at 0° C. was treated with a solution of 2-chloroethanol (0.8 mL, 11.9 mmol) and pyridine (0.96 mL, 11.9 mmol) in CCl4 (6.0 mL) which was pre-cooled to 0° C. The reaction mixture was stirred at 0° C. for 45 minutes and then filtered through a pad of Na2SO4. The filtrate was concentrated and used immediately in the next step. The reactants are O1C=C(C=C1)C1(CN=C2SC3=C(N21)CCCCC3)C(C)=O (3-(3-Furanyl)-1-(6,7,8,9-tetrahydro-5H-cyclohept[d]imidazo[2,1-b]thiazol-3-yl)-ethanone), O1C(=CC=C1)C=O (2-Furaldehyde). The product is O1C(=CC=C1)C=CC(=O)C1=CN=C2SC3=C(N21)CCCCC3 (3-(2-Furanyl)-1-(6,7,8,9-tetrahydro-5H-cyclohept[d]imidazo[2,1-b]thiazol-3-yl)-2-propene-1-one). As a reaction SMILES: O1C=CC([C:6]2([C:19](=[O:21])[CH3:20])[N:13]3[C:9]([S:10][C:11]4[CH2:18][CH2:17][CH2:16][CH2:15][CH2:14][C:12]=43)=[N:8][CH2:7]2)=C1.[O:22]1[CH:26]=[CH:25][CH:24]=[C:23]1[CH:27]=O>>[O:22]1[CH:26]=[CH:25][CH:24]=[C:23]1[CH:27]=[CH:20][C:19]([C:6]1[N:13]2[C:9]([S:10][C:11]3[CH2:18][CH2:17][CH2:16][CH2:15][CH2:14][C:12]=32)=[N:8][CH:7]=1)=[O:21]. Procedure details: 3-(3-Furanyl)-1-(6,7,8,9-tetrahydro-5H-cyclohept[d]imidazo[2,1-b]thiazol-3-yl)-ethanone (Formula P-1), 3.51 g, was condensed with 2-Furaldehyde (1.99 g) by non-critical variations of PREPARATION 15 to give 3-(2-Furanyl)-1-(6,7,8,9-tetrahydro-5H-cyclohept[d]imidazo[2,1-b]thiazol-3-yl)-2-propene-1-one (Formula P-2, X=0), m.p. 161-162°. Reactants: NC=1C=CC(=NC1)C(=N)N (5-Aminopyridine-2-carboxamidine), C(C)OC(C(C(=O)C)CC)=O (ethyl-2-ethylacetoacetate), C([O-])([O-])=O.[Na+].[Na+] (sodium carbonate). Solvent: O (water), C(C)O (ethanol). Conditions: time 24 hour. Product: NC=1C=CC(=NC1)C1=NC(=C(C(=N1)O)CC)C (2-(5-aminopyridin-2-yl)-5-ethyl-6-methylpyrimidin-4-ol). Reaction SMILES: [NH2:1][C:2]1[CH:3]=[CH:4][C:5]([C:8]([NH2:10])=[NH:9])=[N:6][CH:7]=1.C([O:13][C:14](=O)[CH:15]([CH2:19][CH3:20])[C:16]([CH3:18])=O)C.C(=O)([O-])[O-].[Na+].[Na+]>O.C(O)C>[NH2:1][C:2]1[CH:3]=[CH:4][C:5]([C:8]2[N:10]=[C:14]([OH:13])[C:15]([CH2:19][CH3:20])=[C:16]([CH3:18])[N:9]=2)=[N:6][CH:7]=1 |f:2.3.4|. Reported procedure: To a solution of compound of example 12 (0.2 g, 1.47 mmol) in water (5 mL) and ethanol (2.5 mL) was added ethyl-2-ethylacetoacetate (0.379 g, 2.35 mmol) and sodium carbonate (0.280 g, 2.64 mmol) at room temperature and the reaction mixture was stirred for 24 hours. Ethanol was removed under reduced pressure, and the reaction mixture was diluted with water and extracted with ethyl acetate (3×20 mL). The organic layer was dried over anhydrous sodium sulfate and concentrated to obtain the crude pro...